This data is from the Open Reaction Database (ORD), a public repository of structured organic reaction records. The task is: describe an organic reaction: reactants, conditions, products, and yield Reaction SMILES: [CH2:29]1[O:30][CH2:31][CH2:32][CH2:33]1.[Cl:21][N:22]1[C:23](=[O:24])[CH2:25][CH2:26][C:27]1=[O:28].[F:1][c:2]1[cH:3][c:4](-[c:10]2[cH:11][c:12]3[cH:13][cH:14][c:15]([OH:20])[cH:16][c:17]3[cH:18][cH:19]2)[cH:5][cH:6][c:7]1[O:8][CH3:9]>>[F:1][c:2]1[cH:3][c:4](-[c:10]2[cH:11][c:12]3[cH:13][cH:14][c:15]([OH:20])[c:16]([Cl:21])[c:17]3[cH:18][cH:19]2)[cH:5][cH:6][c:7]1[O:8][CH3:9]. The product is COc1ccc(-c2ccc3c(Cl)c(O)ccc3c2)cc1F. Starting materials: C1CCOC1, O=C1CCC(=O)N1Cl, COc1ccc(-c2ccc3cc(O)ccc3c2)cc1F. Reactants: CCNc1cc(Cl)nc(C#N)c1[N+](=O)[O-], Cl, [K+], CN(C)C=O, [OH-], O, O, Cl[Sn](Cl)(Cl)Cl. Product: CCNc1cc(Cl)nc(C#N)c1N. Reaction SMILES: [Cl:8][c:9]1[cH:10][c:11]([NH:20][CH2:21][CH3:22])[c:12]([N+:17]([O-:18])=[O:19])[c:13]([C:15]#[N:16])[n:14]1.[ClH:25].[K+:24].[O:26]=[CH:27][N:28]([CH3:29])[CH3:30].[OH-:23].[OH2:1].[OH2:2].[Sn:3]([Cl:4])([Cl:5])([Cl:6])[Cl:7]>>[Cl:8][c:9]1[cH:10][c:11]([NH:20][CH2:21][CH3:22])[c:12]([NH2:17])[c:13]([C:15]#[N:16])[n:14]1. Starting materials: [I-].C[S+](=O)(C)C (trimethylsulfoxonium iodide), [H-].[Na+] (sodium hydride), O=C1CC(CCC1)C(=O)OC (methyl 3-oxocyclohexanecarboxylate). Run in O (water), CS(=O)C (DMSO). Conditions: time 1 hour. Product: O1CC12CC(CCC2)C(=O)OC (methyl 1-oxaspiro[2.5]octane-5-carboxylate). The yield is 100.4%. As a reaction SMILES: [I-].[CH3:2][S+](C)(C)=O.[H-].[Na+].[O:9]=[C:10]1[CH2:15][CH2:14][CH2:13][CH:12]([C:16]([O:18][CH3:19])=[O:17])[CH2:11]1>CS(C)=O.O>[O:9]1[C:10]2([CH2:15][CH2:14][CH2:13][CH:12]([C:16]([O:18][CH3:19])=[O:17])[CH2:11]2)[CH2:2]1 |f:0.1,2.3|. Reported procedure: To a solution of trimethylsulfoxonium iodide (53.3 g, 242 mmol) in dry DMSO (300 mL) under N2, was added sodium hydride (9.69 g, 242 mmol) portionwise over 30 min. This light yellow mixture was stirred at RT for 1 h. The reaction mixture was then cooled in an ice bath and treated with methyl 3-oxocyclohexanecarboxylate (29.0 g, 186 mmol) dropwise while maintaining a temperature at or below 27° C. The resulting reaction mixture was allowed to warm slowly to RT and stir overnight. The reaction was... Starting materials: BrC=1C=CC(=NC1)[N+](=O)[O-] (5-bromo-2-nitropyridine), C([O-])([O-])=O.[Cs+].[Cs+] (cesium carbonate), OC=1C=C(C=CC1)NC(OC(C)(C)C)=O (tert-butyl (3-hydroxyphenyl)carbamate). Run in CN(C=O)C (N,N-dimethylformamide), CN(C=O)C (N,N-dimethylformamide). Run at time 2 day. Product: C(C)(C)(C)OC(NC1=CC(=CC=C1)OC=1C=NC(=CC1)[N+](=O)[O-])=O (tert-butyl{3-[(6-nitropyridin-3-yl)oxy]phenyl}carbamate). Isolated yield 59.4%. As a reaction SMILES: Br[C:2]1[CH:3]=[CH:4][C:5]([N+:8]([O-:10])=[O:9])=[N:6][CH:7]=1.C(=O)([O-])[O-].[Cs+].[Cs+].[OH:17][C:18]1[CH:19]=[C:20]([NH:24][C:25](=[O:31])[O:26][C:27]([CH3:30])([CH3:29])[CH3:28])[CH:21]=[CH:22][CH:23]=1>CN(C)C=O>[C:27]([O:26][C:25](=[O:31])[NH:24][C:20]1[CH:21]=[CH:22][CH:23]=[C:18]([O:17][C:2]2[CH:7]=[N:6][C:5]([N+:8]([O-:10])=[O:9])=[CH:4][CH:3]=2)[CH:19]=1)([CH3:30])([CH3:28])[CH3:29] |f:1.2.3|. Reported procedure: To a solution of 5-bromo-2-nitropyridine (20.0 g, 98.5 mmol) and cesium carbonate (48.1 g, 147 mmol) in N,N-dimethylformamide (150 mL) was added a solution of tert-butyl (3-hydroxyphenyl)carbamate (21.6 g, 103 mmol) in N,N-dimethylformamide (100 mL), and the mixture was stirred at room temperature for 2 days. The reaction mixture was concentrated under reduced pressure, the obtained residue was diluted with water (300 mL), and extracted with ethyl acetate (500 mL). The organic layer was washed w... The reactants are O (Water), [H-].[Na+] (sodium hydride), C(C)(C)(C)[Si](C1=CC=CC=C1)(C1=CC=CC=C1)Cl (tert-Butylchlorodiphenylsilane), C1(=CC(=CC=C1)CO)CO (1,3-phenylenedimethanol). Solvent: C1CCOC1 (THF). Reaction conditions: temperature 0 celsius, time 1 hour. Yields the product [Si](C1=CC=CC=C1)(C1=CC=CC=C1)(C(C)(C)C)OCC=1C=C(C=CC1)CO ((3-(((tert-butyldiphenylsilyl)oxy)methyl)phenyl)methanol). The yield is 52.8%. As a reaction SMILES: [H-].[Na+].[C:3]1([CH2:11][OH:12])[CH:8]=[CH:7][CH:6]=[C:5]([CH2:9][OH:10])[CH:4]=1.[C:13]([Si:17](Cl)([C:24]1[CH:29]=[CH:28][CH:27]=[CH:26][CH:25]=1)[C:18]1[CH:23]=[CH:22][CH:21]=[CH:20][CH:19]=1)([CH3:16])([CH3:15])[CH3:14].O>C1COCC1>[Si:17]([O:10][CH2:9][C:5]1[CH:4]=[C:3]([CH2:11][OH:12])[CH:8]=[CH:7][CH:6]=1)([C:13]([CH3:16])([CH3:15])[CH3:14])([C:24]1[CH:25]=[CH:26][CH:27]=[CH:28][CH:29]=1)[C:18]1[CH:23]=[CH:22][CH:21]=[CH:20][CH:19]=1 |f:0.1|. Reported procedure: Under a nitrogen atmosphere, to a suspension of 60% sodium hydride (1.40 g) in THF (70 mL) was slowly added 1,3-phenylenedimethanol (4.84 g) at 0° C., and the mixture was stirred at 0° C. for 1 hr. tert-Butylchlorodiphenylsilane (9.63 g) was added, and the mixture was stirred at room temperature for 3 hr. Water was added to the reaction mixture, and the mixture was extracted with ethyl acetate. The extract was washed with saturated brine and dried over anhydrous sodium sulfate. The solvent was e... Reactants: C1(CCCCC1)S(=O)(=O)C(C)(C)C1=NC(=NC(=C1)N1[C@H](COCC1)C)C1=CC=C(N)C=C1 (4-[4-(2-cyclohexylsulfonylpropan-2-yl)-6-[(3S)-3-methylmorpholin-4-yl]pyrimidin-2-yl]aniline), C([O-])(O)=O.[Na+] (sodium bicarbonate), ClC(=O)OC1=CC=CC=C1 (Phenyl chloroformate). Solvent: O1CCOCC1 (1,4-dioxane). Run at time 3 hour. Product: C1(CCCCC1)S(=O)(=O)C(C)(C)C1=NC(=NC(=C1)N1[C@H](COCC1)C)C1=CC=C(C=C1)NC(OC1=CC=CC=C1)=O (Phenyl N-[4-[4-(2-cyclohexylsulfonylpropan-2-yl)-6-[(3S)-3-methylmorpholin-4-yl]pyrimidin-2-yl]phenyl]carbamate). Isolated yield 95.6%. As a reaction SMILES: [CH:1]1([S:7]([C:10]([C:13]2[CH:18]=[C:17]([N:19]3[CH2:24][CH2:23][O:22][CH2:21][C@@H:20]3[CH3:25])[N:16]=[C:15]([C:26]3[CH:32]=[CH:31][C:29]([NH2:30])=[CH:28][CH:27]=3)[N:14]=2)([CH3:12])[CH3:11])(=[O:9])=[O:8])[CH2:6][CH2:5][CH2:4][CH2:3][CH2:2]1.C(=O)(O)[O-].[Na+].Cl[C:39]([O:41][C:42]1[CH:47]=[CH:46][CH:45]=[CH:44][CH:43]=1)=[O:40]>O1CCOCC1>[CH:1]1([S:7]([C:10]([C:13]2[CH:18]=[C:17]([N:19]3[CH2:24][CH2:23][O:22][CH2:21][C@@H:20]3[CH3:25])[N:16]=[C:15]([C:26]3[CH:32]=[CH:31][C:29]([NH:30][C:39](=[O:40])[O:41][C:42]4[CH:47]=[CH:46][CH:45]=[CH:44][CH:43]=4)=[CH:28][CH:27]=3)[N:14]=2)([CH3:11])[CH3:12])(=[O:9])=[O:8])[CH2:2][CH2:3][CH2:4][CH2:5][CH2:6]1 |f:1.2|. Procedure details: To a solution of 4-[4-(2-cyclohexylsulfonylpropan-2-yl)-6-[(3S)-3-methylmorpholin-4-yl]pyrimidin-2-yl]aniline (1.1 g, 2.40 mmol) in 1,4-dioxane (12 mL) was added sodium bicarbonate (0.302 g, 3.60 mmol). Phenyl chloroformate (0.316 mL, 2.52 mmol) was then added dropwise and the resulting mixture was stirred at RT for 3 hours. The resulting mixture was evaporated to dryness and the residue partitioned between water (10 mL) and DCM (10 mL). The organic layer was separated and evaporated to dryness.... The reactants are C1CCNCC1, CO, CCN(C(C)C)C(C)C, COC(=O)Cl, NC1CCCc2ccc(NC(=O)c3c[nH]c4ccccc4c3=O)cc21. Product: COC(=O)NC1CCCc2ccc(NC(=O)c3c[nH]c4ccccc4c3=O)cc21. RXN SMILES: [CH2:40]1[CH2:41][CH2:42][NH:43][CH2:44][CH2:45]1.[CH3:46][OH:47].[CH:26]([N:27]([CH2:28][CH3:29])[CH:30]([CH3:31])[CH3:32])([CH3:33])[CH3:34].[Cl:35][C:36](=[O:37])[O:38][CH3:39].[NH2:1][CH:2]1[CH2:3][CH2:4][CH2:5][c:6]2[cH:7][cH:8][c:9]([NH:12][C:13](=[O:14])[c:15]3[cH:16][nH:17][c:18]4[cH:19][cH:20][cH:21][cH:22][c:23]4[c:24]3=[O:25])[cH:10][c:11]21>>[NH:1]([CH:2]1[CH2:3][CH2:4][CH2:5][c:6]2[cH:7][cH:8][c:9]([NH:12][C:13](=[O:14])[c:15]3[cH:16][nH:17][c:18]4[cH:19][cH:20][cH:21][cH:22][c:23]4[c:24]3=[O:25])[cH:10][c:11]21)[C:36](=[O:37])[O:38][CH3:39]. Reactants: C(C)(=O)Cl (acetyl chloride), N1CCC(CC1)CCCCNC(=O)N1CC2=CC=CC=C2C1 (N-[4-(piperidin-4-yl)butyl]-1,3-dihydro-2H-isoindole-2-carboxamide), NC=1C=C2CN(CC2=CC1)C(=O)NC1=CC=C(C=C1)C(NCCC)=O (5-amino-N-(4-(propylcarbamoyl)phenyl)isoindoline-2-carboxamide). Product: N1=CC(=CC=C1)C(=O)N1CCC(CC1)CCCCNC(=O)N1CC2=CC=CC=C2C1 (N-{4-[1-(pyridin-3-ylcarbonyl)piperidin-4-yl]butyl}-1,3-dihydro-2H-isoindole-2-carboxamide). Reaction SMILES: C(Cl)(=O)C.[NH:5]1[CH2:10][CH2:9][CH:8]([CH2:11][CH2:12][CH2:13][CH2:14][NH:15][C:16]([N:18]2[CH2:26][C:25]3[C:20](=[CH:21][CH:22]=[CH:23][CH:24]=3)[CH2:19]2)=[O:17])[CH2:7][CH2:6]1.NC1C=C2C(=CC=1)CN(C([NH:39][C:40]1C=[CH:44][C:43]([C:46](=[O:51])NCCC)=[CH:42][CH:41]=1)=O)C2>>[N:39]1[CH:40]=[CH:41][CH:42]=[C:43]([C:46]([N:5]2[CH2:6][CH2:7][CH:8]([CH2:11][CH2:12][CH2:13][CH2:14][NH:15][C:16]([N:18]3[CH2:26][C:25]4[C:20](=[CH:21][CH:22]=[CH:23][CH:24]=4)[CH2:19]3)=[O:17])[CH2:9][CH2:10]2)=[O:51])[CH:44]=1. Reported procedure: The title compound was prepared as described in Example 278, substituting nicotinoyl chloride hydrochloride for acetyl chloride and N-[4-(piperidin-4-yl)butyl]-1,3-dihydro-2H-isoindole-2-carboxamide for 5-amino-N-(4-(propylcarbamoyl)phenyl)isoindoline-2-carboxamide. 1H NMR (300 MHz, DMSO-d6) δ ppm 8.58-8.71 (m, 2H) 7.87 (d, J=7.5 Hz, 1H) 7.52 (dd, J=7.5, 4.8 Hz, 1H) 7.22-7.36 (m, 4H) 6.28 (br m, 1H) 4.56 (s, 4H) 4.44 (br m, 1H) 3.38-3.57 (br m, 1H) 2.95-3.15 (br m, 2H) 2.68-2.84 (br m, 1H) 0.95-... Starting materials: C(=O)[C@@H]1N(C(OCC1)=O)CCCCCCC(=O)OC(C)C (isopropyl 7-[(4R)-4-formyl-2-oxo-1,3-oxazinan-3-yl]heptanoate), FC(C(CP(OC)(OC)=O)=O)(C1=CC=CC=C1)F (dimethyl (3,3-difluoro-2-oxo-3-phenylpropyl)phosphonate), [Na] (sodium). Reagents/catalysts: [Cl-].[Zn+2].[Cl-] (Zinc chloride). The solvent is C1CCOC1 (THF). Conditions: temperature 60 celsius. Yields the product desired product, FC(C(/C=C/[C@@H]1N(C(OCC1)=O)CCCCCCC(=O)OC(C)C)=O)(C1=CC=CC=C1)F (isopropyl 7-{(4R)-4-[(1E)-4,4-difluoro-3-oxo-4-phenylbut-1-en-1-yl]-2-oxo-1,3-oxazinan-3-yl}heptanoate). RXN SMILES: [CH:1]([C@H:3]1[CH2:8][CH2:7][O:6][C:5](=[O:9])[N:4]1[CH2:10][CH2:11][CH2:12][CH2:13][CH2:14][CH2:15][C:16]([O:18][CH:19]([CH3:21])[CH3:20])=[O:17])=O.[Na].[F:23][C:24]([F:40])([C:34]1[CH:39]=[CH:38][CH:37]=[CH:36][CH:35]=1)[C:25](=[O:33])[CH2:26]P(=O)(OC)OC>C1COCC1.[Cl-].[Zn+2].[Cl-]>[F:23][C:24]([F:40])([C:34]1[CH:39]=[CH:38][CH:37]=[CH:36][CH:35]=1)[C:25](=[O:33])/[CH:26]=[CH:1]/[C@H:3]1[CH2:8][CH2:7][O:6][C:5](=[O:9])[N:4]1[CH2:10][CH2:11][CH2:12][CH2:13][CH2:14][CH2:15][C:16]([O:18][CH:19]([CH3:21])[CH3:20])=[O:17] |f:4.5.6,^1:21|. Procedure: Horner-Emmons-Smith reaction: to a solution of isopropyl 7-[(4R)-4-formyl-2-oxo-1,3-oxazinan-3-yl]heptanoate (207 mg, 0.691 mmol) in THF (3 mL) was added Zinc chloride (0.5M in THF, 1.52 mL, 0.76 mmol, 1.1 eq) followed by the sodium salt of dimethyl (3,3-difluoro-2-oxo-3-phenylpropyl)phosphonate (270 mg, 0.898 mmol, 1.3 eq) as a solid and the mixture was heated to 60° C. o/n and concentrated. The residue was purified by column chromatography (80% ethyl acetate/hexanes) to give the desired produc...